Dataset: the Open Reaction Database (ORD), a public repository of structured organic reaction records. Task: describe an organic reaction: reactants, conditions, products, and yield The reactants are N(=NC(=O)OC(C)C)C(=O)OC(C)C (diisopropyl azodicarboxylate), S1C=C(C=C1)CO (3-thiophenemethanol), C1(=CC=CC=C1)P(C1=CC=CC=C1)C1=CC=CC=C1 (triphenyl phosphine), ClC=1C=C(C=CC1)C1=NNC(C2=C1N=CC=C2)=O (8-(3-chlorophenyl) pyrido[2,3-d]pyridazin-5-one). Run in O1CCCC1 (tetrahydrofuran), O1CCCC1 (tetrahydrofuran). Conditions: time 3 hour. Product: S1C=C(C=C1)CN1N=C(C2=C(C1=O)C=CC=N2)C2=CC(=CC=C2)Cl (6-(3-thienylmethyl)-8-(3-chlorophenyl) pyrido[2,3-d]pyridazin-5-one). The yield is 51.7%. As a reaction SMILES: [Cl:1][C:2]1[CH:3]=[C:4]([C:8]2[C:13]3[N:14]=[CH:15][CH:16]=[CH:17][C:12]=3[C:11](=[O:18])[NH:10][N:9]=2)[CH:5]=[CH:6][CH:7]=1.[S:19]1[CH:23]=[CH:22][C:21]([CH2:24]O)=[CH:20]1.C1(P(C2C=CC=CC=2)C2C=CC=CC=2)C=CC=CC=1.N(C(OC(C)C)=O)=NC(OC(C)C)=O>O1CCCC1>[S:19]1[CH:23]=[CH:22][C:21]([CH2:24][N:10]2[C:11](=[O:18])[C:12]3[CH:17]=[CH:16][CH:15]=[N:14][C:13]=3[C:8]([C:4]3[CH:5]=[CH:6][CH:7]=[C:2]([Cl:1])[CH:3]=3)=[N:9]2)=[CH:20]1. Procedure: To a suspension of 8-(3-chlorophenyl) pyrido[2,3-d]pyridazin-5-one (0.21 g, 0.82 mmoles) in tetrahydrofuran (25 ml) was added 3-thiophenemethanol (0.085 ml, 0.9 moles) and triphenyl phosphine (0.32 g, 1.22 moles). To this mixture was added a solution of diisopropyl azodicarboxylate (0.24 ml, 1.22 moles) in tetrahydrofuran (5 ml) in a dropwise manner. The solution was stirred for 3 hours at room temperature. The solvent was removed and the residue chromatographed from hot methanol, yielding 0.15 ... Starting materials: CC(C)(C)c1ccc2[nH]c(Nc3cccnc3Oc3ccccc3C(C)(C)C)nc2c1, C1CCOC1, [H-], [Na+]. Product: Cn1c(Nc2cccnc2Oc2ccccc2C(C)(C)C)nc2ccc(C(C)(C)C)cc21. Reaction SMILES: [C:1]([CH3:2])([CH3:3])([CH3:4])[c:5]1[cH:6][c:7]2[c:8]([nH:9][c:10]([NH:12][c:13]3[c:14]([O:19][c:20]4[c:21]([C:26]([CH3:27])([CH3:28])[CH3:29])[cH:22][cH:23][cH:24][cH:25]4)[n:15][cH:16][cH:17][cH:18]3)[n:11]2)[cH:30][cH:31]1.[CH2:34]1[O:35][CH2:36][CH2:37][CH2:38]1.[H-:33].[Na+:32]>>[C:1]([CH3:2])([CH3:3])([CH3:4])[c:5]1[cH:6][c:7]2[c:8]([n:9][c:10]([NH:12][c:13]3[c:14]([O:19][c:20]4[c:21]([C:26]([CH3:27])([CH3:28])[CH3:29])[cH:22][cH:23][cH:24][cH:25]4)[n:15][cH:16][cH:17][cH:18]3)[n:11]2[CH3:34])[cH:30][cH:31]1. The reactants are CCCCN, [CH2]C, CS(=O)(=O)c1cc(C(=O)O)c(Cl)cc1Cl. Yields the product CCCCNc1cc(Cl)c(S(C)(=O)=O)cc1C(=O)O. Reaction SMILES: [CH2:16]([CH2:17][CH2:18][CH3:19])[NH2:20].[CH2:21][CH3:22].[Cl:1][c:2]1[c:3]([C:4](=[O:5])[OH:6])[cH:7][c:8]([S:12](=[O:13])(=[O:14])[CH3:15])[c:9]([Cl:11])[cH:10]1>>[c:2]1([NH:20][CH2:16][CH2:17][CH2:18][CH3:19])[c:3]([C:4](=[O:5])[OH:6])[cH:7][c:8]([S:12](=[O:13])(=[O:14])[CH3:15])[c:9]([Cl:11])[cH:10]1. Reactants: C(=O)(N1C=NC=C1)N1C=NC=C1 (1,1′-carbonyldiimidazole), ClC1=C(CN2C(N(S(C3=C2C=CN=C3)(=O)=O)C3=CC(=C(C=C3)OC)OC)=O)C(=CC=C1)F (4-(2-Chloro-6-fluorobenzyl)-2-(3,4-dimethoxyphenyl)-2H-pyrido[4,3-e][1,2,4]thiadiazin-3(4H)-one 1,1-dioxide), ClC1=C(C=NC=C1)S(=O)(=O)NC1=CC(=C(C=C1)OC)OC (4-Chloro-N-(3,4-dimethoxyphenyl)pyridine-3-sulfonamide), FC1=C(CN)C=CC(=C1)Cl (2-fluoro-4-chlorobenzylamine), C(=O)([O-])[O-].[K+].[K+] (K2CO3). Product: ClC1=CC(=C(CN2C(N(S(C3=C2C=CN=C3)(=O)=O)C3=CC(=C(C=C3)OC)OC)=O)C=C1)F (4-(4-Chloro-2-fluorobenzyl)-2-(3,4-dimethoxyphenyl)-2H-pyrido[4,3-e][1,2,4]thiadiazin-3(4H)-one 1,1-dioxide). Reaction SMILES: ClC1C=CN=CC=1S(NC1C=CC(OC)=C(OC)C=1)(=O)=O.[F:22][C:23]1[CH:30]=[C:29]([Cl:31])[CH:28]=[CH:27][C:24]=1[CH2:25][NH2:26].C([O-])([O-])=O.[K+].[K+].C(N1C=CN=C1)(N1C=CN=C1)=O.ClC1C=CC=C(F)C=1CN1[C:59]2[CH:60]=[CH:61][N:62]=[CH:63][C:58]=2[S:57](=[O:65])(=[O:64])[N:56]([C:66]2[CH:71]=[CH:70][C:69]([O:72][CH3:73])=[C:68]([O:74][CH3:75])[CH:67]=2)[C:55]1=[O:76]>>[Cl:31][C:29]1[CH:28]=[CH:27][C:24]([CH2:25][N:26]2[C:59]3[CH:60]=[CH:61][N:62]=[CH:63][C:58]=3[S:57](=[O:65])(=[O:64])[N:56]([C:66]3[CH:71]=[CH:70][C:69]([O:72][CH3:73])=[C:68]([O:74][CH3:75])[CH:67]=3)[C:55]2=[O:76])=[C:23]([F:22])[CH:30]=1 |f:2.3.4|. Procedure details: The title compound (110 mg, 0.23 mmol) was prepared in two steps from 4-Chloro-N-(3,4-dimethoxyphenyl)pyridine-3-sulfonamide (IntD1) (300 mg, 0.90 mmol), 2-fluoro-4-chlorobenzylamine (146 mg, 0.90 mmol) and K2CO3 (378 mg, 2.73 mmol); followed by 1,1′-carbonyldiimidazole (0.22 g, 1.32 mmol) using the methods of (91).